This data is from the Open Reaction Database (ORD), a public repository of structured organic reaction records. The task is: describe an organic reaction: reactants, conditions, products, and yield Solvent: C(C)(=O)O (acetic acid), C1=CC=CC=C1 (benzene), O (water), C(C)O (Ethanol), CCOCC (ether). Product: N1=C(C=CC=C1)CNC1CCN(CC1)C1=NC=NC2=CC(=C(C=C12)OC)OC (4-[4-(2-pyridylmethyl-amino)piperidino]-6,7-dimethoxyquinazoline). Starting materials: COC=1C=C2C(=NC=NC2=CC1OC)N1CCC(CC1)=O (1-(6,7-Dimethoxyquinazolin-4-yl)piperid-4-one), [OH-].[Na+] (sodium hydroxide), NCC1=NC=CC=C1 (2-aminomethylpyridine), [BH4-].[Na+] (sodium borohydride). Reported procedure: 1-(6,7-Dimethoxyquinazolin-4-yl)piperid-4-one (2.9g) (which may be prepared as in part A of Example 91, hereinafter), and 2-aminomethylpyridine (1.19g) were refluxed together for two hours in benzene (50 ml.) in a flask fitted with a Dean and Stark trap. Ethanol (50 ml.) was added to the cooled solution followed by the slow addition of sodium borohydride (0.76g) with stirring. On completion of the addition stirring as continued for two hours followed by the addition of excess acetic acid. The mi... RXN SMILES: [CH3:1][O:2][C:3]1[CH:4]=[C:5]2[C:10](=[CH:11][C:12]=1[O:13][CH3:14])[N:9]=[CH:8][N:7]=[C:6]2[N:15]1[CH2:20][CH2:19][C:18](=O)[CH2:17][CH2:16]1.[NH2:22][CH2:23][C:24]1[CH:29]=[CH:28][CH:27]=[CH:26][N:25]=1.[BH4-].[Na+].[OH-].[Na+]>C1C=CC=CC=1.CCOCC.O.C(O)(=O)C.C(O)C>[N:25]1[CH:26]=[CH:27][CH:28]=[CH:29][C:24]=1[CH2:23][NH:22][CH:18]1[CH2:19][CH2:20][N:15]([C:6]2[C:5]3[C:10](=[CH:11][C:12]([O:13][CH3:14])=[C:3]([O:2][CH3:1])[CH:4]=3)[N:9]=[CH:8][N:7]=2)[CH2:16][CH2:17]1 |f:2.3,4.5|. Run at time 2 hour. Isolated yield 52.2%. The reactants are C(C1=CC=CC=C1)OC1=NC(=C(C(=N1)C(C=1C=C(C#N)C=C(C1)C)C#N)C(C)C)OCC1=CC=CC=C1 (3-((2,6-bis(benzyloxy)-5-isopropylpyrimidin-4-yl)(cyano)methyl)-5-methylbenzonitrile), [H-].[Na+] (sodium hydride), CN(C)C=O (DMF). Reaction conditions: time 30 minute. Product: C(C1=CC=CC=C1)OC1=NC(=C(C(=N1)C(=O)C=1C=C(C#N)C=C(C1)C)C(C)C)OCC1=CC=CC=C1 (3-(2,6-bis(benzyloxy)-5-isopropylpyrimidine-4-carbonyl)-5-methylbenzonitrile). The yield is 88.0%. As a reaction SMILES: [CH2:1]([O:8][C:9]1[N:14]=[C:13]([CH:15](C#N)[C:16]2[CH:17]=[C:18]([CH:21]=[C:22]([CH3:24])[CH:23]=2)[C:19]#[N:20])[C:12]([CH:27]([CH3:29])[CH3:28])=[C:11]([O:30][CH2:31][C:32]2[CH:37]=[CH:36][CH:35]=[CH:34][CH:33]=2)[N:10]=1)[C:2]1[CH:7]=[CH:6][CH:5]=[CH:4][CH:3]=1.[H-].[Na+].CN(C=[O:44])C>>[CH2:1]([O:8][C:9]1[N:14]=[C:13]([C:15]([C:16]2[CH:17]=[C:18]([CH:21]=[C:22]([CH3:24])[CH:23]=2)[C:19]#[N:20])=[O:44])[C:12]([CH:27]([CH3:29])[CH3:28])=[C:11]([O:30][CH2:31][C:32]2[CH:33]=[CH:34][CH:35]=[CH:36][CH:37]=2)[N:10]=1)[C:2]1[CH:7]=[CH:6][CH:5]=[CH:4][CH:3]=1 |f:1.2|. Procedure: To a stirred solution of 3-((2,6-bis(benzyloxy)-5-isopropylpyrimidin-4-yl)(cyano)methyl)-5-methylbenzonitrile (53.46 g, 0.0195M) in anhydrous DMF (400 mL) in a water bath under nitrogen atmosphere, was added 60% sodium hydride (4.87 g, 0.1205M) portionwise. After 30 min., oxygen gas was bubbled into the reaction mixture using oxygen balloon. After 3 hr., sat. aqueous ammonium chloride solution was added and the product was extracted with ether. Ether layer was washed with water twice, dried with... Reactants: ClC1=C(C=O)C=CC(=C1O)OC (2-chloro-3-hydroxy-p-anisaldehyde), Cl.NO (hydroxylamine hydrochloride). The solvent is C(C)O (ethanol). The product is ClC1=C(C=NO)C=CC(=C1O)OC (2-chloro-3-hydroxy-p-anisaldehyde oxime). As a reaction SMILES: [Cl:1][C:2]1[C:9]([OH:10])=[C:8]([O:11][CH3:12])[CH:7]=[CH:6][C:3]=1[CH:4]=O.Cl.[NH2:14][OH:15]>C(O)C>[Cl:1][C:2]1[C:9]([OH:10])=[C:8]([O:11][CH3:12])[CH:7]=[CH:6][C:3]=1[CH:4]=[N:14][OH:15] |f:1.2|. Procedure details: A mixture of 30 g of 2-chloro-3-hydroxy-p-anisaldehyde and 230 ml of ethanol is stirred at 70° for 4 hours in the presence of 12.3 g of hydroxylamine hydrochloride, the reaction mixture is subsequently evaporated the residue is dried in a high vacuum and recrystallized from methanol/water. There is obtained 2-chloro-3-hydroxy-p-anisaldehyde oxime of m.p. 174°-176°.